From a dataset of the Open Reaction Database (ORD), a public repository of structured organic reaction records. describe an organic reaction: reactants, conditions, products, and yield Reactants: C(C)(C)OC1=C(C=CC=C1)N1CCNCC1 (1-(2-isopropoxyphenyl)piperazine), C1(=C(C=CC=C1)CN1CCN(CC1)C1=CC=CC=C1)C1=CC=CC=C1 (1-(biphenyl-2-ylmethyl)-4-phenylpiperazine), C=1(C(=CC=CC1)C=O)C1=CC=CC=C1 (biphenyl-2-carbaldehyde), [BH-](OC(=O)C)(OC(=O)C)OC(=O)C.[Na+] (NaBH(OAc)3). Yields the product C1(=C(C=CC=C1)CN1CCN(CC1)C1=C(C=CC=C1)OC(C)C)C1=CC=CC=C1 (1-(biphenyl-2-ylmethyl)-4-(2-isopropoxyphenyl)piperazine). As a reaction SMILES: [CH:1]([O:4][C:5]1[CH:10]=[CH:9][CH:8]=[CH:7][C:6]=1[N:11]1[CH2:16][CH2:15][NH:14][CH2:13][CH2:12]1)([CH3:3])[CH3:2].[C:17]1([C:25]2[CH:30]=[CH:29][CH:28]=[CH:27][CH:26]=2)[C:18]([CH:23]=O)=[CH:19][CH:20]=[CH:21][CH:22]=1.[BH-](OC(C)=O)(OC(C)=O)OC(C)=O.[Na+].C1(C2C=CC=CC=2)C=CC=CC=1CN1CCN(C2C=CC=CC=2)CC1>>[C:17]1([C:25]2[CH:26]=[CH:27][CH:28]=[CH:29][CH:30]=2)[CH:22]=[CH:21][CH:20]=[CH:19][C:18]=1[CH2:23][N:14]1[CH2:15][CH2:16][N:11]([C:6]2[CH:7]=[CH:8][CH:9]=[CH:10][C:5]=2[O:4][CH:1]([CH3:3])[CH3:2])[CH2:12][CH2:13]1 |f:2.3|. Procedure: 108 mg of the target compound (0.28 mmol, 50.8%) was obtained using 1-(2-isopropoxyphenyl)piperazine (240 mg, 1.09 mmol), biphenyl-2-carbaldehyde (100 mg, 0.55 mmol) and NaBH(OAc)3 (355 mg, 1.65 mmol) according to the synthesis method of Compound 1. Starting materials: IC1=CC=C(C=C1)C#CCN1CCCC1 (1-[3-(4-iodo-phenyl)-prop-2-ynyl]-pyrrolidine), ClC1=CC=C(C=C1)C=1C=CC(=NC1)C#C (5-(4-chloro-phenyl)-2-ethynyl-pyridine). Product: ClC1=CC=C(C=C1)C=1C=CC(=NC1)C#CC1=CC=C(C=C1)C#CCN1CCCC1 (5-(4-chloro-phenyl)-2-[4-(3-pyrrolidin-1-yl-prop-1-ynyl)-phenylethynyl]-pyridine). Reaction SMILES: I[C:2]1[CH:7]=[CH:6][C:5]([C:8]#[C:9][CH2:10][N:11]2[CH2:15][CH2:14][CH2:13][CH2:12]2)=[CH:4][CH:3]=1.[Cl:16][C:17]1[CH:22]=[CH:21][C:20]([C:23]2[CH:24]=[CH:25][C:26]([C:29]#[CH:30])=[N:27][CH:28]=2)=[CH:19][CH:18]=1>>[Cl:16][C:17]1[CH:18]=[CH:19][C:20]([C:23]2[CH:24]=[CH:25][C:26]([C:29]#[C:30][C:2]3[CH:7]=[CH:6][C:5]([C:8]#[C:9][CH2:10][N:11]4[CH2:15][CH2:14][CH2:13][CH2:12]4)=[CH:4][CH:3]=3)=[N:27][CH:28]=2)=[CH:21][CH:22]=1. Procedure: Prepared according to general working method I from 1-[3-(4-iodo-phenyl)-prop-2-ynyl]-pyrrolidine (230 mg, 75%, 0.55 mmol) and 5-(4-chloro-phenyl)-2-ethynyl-pyridine (118 mg, 0.55 mmol). The reactants are Cc1c(OCC(F)(F)F)ccnc1CS(=O)c1nc2ccccc2[nH]1, O=S(=O)([O-])Cl, ClCCl, [H-], [Na+], [Na+], O=C([O-])O, Cc1ccc(S(=O)(=O)CCOC(=O)COc2ccc(S(=O)(=O)Cl)cc2)cc1. The product is Cc1ccc(S(=O)(=O)CCOC(=O)COc2ccc(S(=O)(=O)n3c(S(=O)Cc4nccc(OCC(F)(F)F)c4C)nc4ccccc43)cc2)cc1. As a reaction SMILES: [CH3:1][c:2]1[c:3]([CH2:14][S:15](=[O:16])[c:17]2[n:18][c:19]3[c:20]([nH:21]2)[cH:22][cH:23][cH:24][cH:25]3)[n:4][cH:5][cH:6][c:7]1[O:8][CH2:9][C:10]([F:11])([F:12])[F:13].[Cl:60][S:61]([O-:62])(=[O:63])=[O:64].[Cl:65][CH2:66][Cl:67].[H-:27].[Na+:26].[Na+:59].[O-:55][C:56]([OH:57])=[O:58].[c:28]1([CH3:54])[cH:29][cH:30][c:31]([S:34](=[O:35])(=[O:36])[CH2:37][CH2:38][O:39][C:40]([CH2:41][O:42][c:43]2[cH:44][cH:45][c:46]([S:49](=[O:50])(=[O:51])[Cl:52])[cH:47][cH:48]2)=[O:53])[cH:32][cH:33]1>>[CH3:1][c:2]1[c:3]([CH2:14][S:15](=[O:16])[c:17]2[n:18][c:19]3[c:20]([n:21]2[S:49]([c:46]2[cH:45][cH:44][c:43]([O:42][CH2:41][C:40]([O:39][CH2:38][CH2:37][S:34]([c:31]4[cH:30][cH:29][c:28]([CH3:54])[cH:33][cH:32]4)(=[O:35])=[O:36])=[O:53])[cH:48][cH:47]2)(=[O:50])=[O:51])[cH:22][cH:23][cH:24][cH:25]3)[n:4][cH:5][cH:6][c:7]1[O:8][CH2:9][C:10]([F:11])([F:12])[F:13]. The reactants are CCOC(=O)C(OCC)OCC, C1CCOC1, [Cl-], [Cl-], [NH4+], CC([Mg+])c1ccccc1. Yields the product CCOC(OCC)C(=O)C(C)c1ccccc1. RXN SMILES: [CH2:1]([CH3:2])[O:3][CH:4]([C:5]([O:7][CH2:6][CH3:8])=[O:9])[O:10][CH2:11][CH3:12].[CH2:25]1[O:26][CH2:27][CH2:28][CH2:29]1.[Cl-:13].[Cl-:23].[NH4+:24].[c:14]1([CH:20]([CH3:21])[Mg+:22])[cH:15][cH:16][cH:17][cH:18][cH:19]1>>[CH2:1]([CH3:2])[O:3][CH:4]([C:5](=[O:7])[CH:20]([c:14]1[cH:15][cH:16][cH:17][cH:18][cH:19]1)[CH3:21])[O:10][CH2:11][CH3:12]. The reactants are C1(CCCCC1)C(C(C)=O)(C1=CC=CC=C1)O (1-Cyclohexyl-1-hydroxy-1-phenyl-2-propanone), pyrrolidone hydrotribromide, CCOCC (Ether). The solvent is O1CCCC1 (tetrahydrofuran), O1CCCC1 (THF). The product is BrCC(C(C1=CC=CC=C1)(C1CCCCC1)O)=O (3-bromo-1-hydroxy-1-cyclohexyl-1-phenyl-2-propanone). Isolated yield 1158.9%. Reaction SMILES: [CH:1]1([C:7]([OH:17])([C:11]2[CH:16]=[CH:15][CH:14]=[CH:13][CH:12]=2)[C:8](=[O:10])[CH3:9])[CH2:6][CH2:5][CH2:4][CH2:3][CH2:2]1.C1CNC(=O)C1.[Br:24][Br-]Br.CCOCC>O1CCCC1>[Br:24][CH2:9][C:8](=[O:10])[C:7]([OH:17])([CH:1]1[CH2:6][CH2:5][CH2:4][CH2:3][CH2:2]1)[C:11]1[CH:12]=[CH:13][CH:14]=[CH:15][CH:16]=1 |f:1.2|. Reported procedure: 1-Cyclohexyl-1-hydroxy-1-phenyl-2-propanone (2.83 g, 12.2 mmole) was added to 50 mL of dry tetrahydrofuran (THF). The solution was stirred and a solution of pyrrolidone hydrotribromide (6.08 g, 12.3 mmole) in 125 mL of dry THF was added dropwise over a period of 2 hours. After being refluxed for 4 hours, the reaction mixture was cooled. Ether was added and the solution washed twice with water and dried over magnesium sulfate. Upon evaporation of the solution to dryness, an orange oil was isolate... Starting materials: O (water), Cl (HCl), C(C1=CC=CC=C1)N1C(COC(C1)(CCOS(=O)(=O)C)C1=CC(=C(C=C1)Cl)Cl)=O (4-Benzyl-6-(3,4-dichlorophenyl)-6-[2-(methanesulfonyloxy)ethyl]morpholin-3-one), C1(=CC=CC=C1)C1(CCNCC1)C(=O)N1CCCC1 (4-phenyl-4-(pyrrolidin-1-ylcarbonyl)piperidine). The solvent is CCOCC (ether), CN(C)C=O (DMF), C(Cl)Cl (DCM). Reaction conditions: temperature 80 celsius. Product: O.Cl.C(C1=CC=CC=C1)N1C(COC(C1)(CCN1CCC(CC1)(C(=O)N1CCCC1)C1=CC=CC=C1)C1=CC(=C(C=C1)Cl)Cl)=O (4-Benzyl-6-(3,4-dichlorophenyl)-6-[2-[4-phenyl-4-(pyrrolidin-1-ylcarbonyl)piperid-1-yl]ethyl]morpholin-3-one hydrochloride monohydrate). Isolated yield 58.2%. As a reaction SMILES: [CH2:1]([N:8]1[CH2:13][C:12]([C:21]2[CH:26]=[CH:25][C:24]([Cl:27])=[C:23]([Cl:28])[CH:22]=2)([CH2:14][CH2:15]OS(C)(=O)=O)[O:11][CH2:10][C:9]1=[O:29])[C:2]1[CH:7]=[CH:6][CH:5]=[CH:4][CH:3]=1.[C:30]1([C:36]2([C:42]([N:44]3[CH2:48][CH2:47][CH2:46][CH2:45]3)=[O:43])[CH2:41][CH2:40][NH:39][CH2:38][CH2:37]2)[CH:35]=[CH:34][CH:33]=[CH:32][CH:31]=1.O.Cl>CN(C=O)C.C(Cl)Cl.CCOCC>[OH2:11].[ClH:27].[CH2:1]([N:8]1[CH2:13][C:12]([C:21]2[CH:26]=[CH:25][C:24]([Cl:27])=[C:23]([Cl:28])[CH:22]=2)([CH2:14][CH2:15][N:39]2[CH2:40][CH2:41][C:36]([C:30]3[CH:31]=[CH:32][CH:33]=[CH:34][CH:35]=3)([C:42]([N:44]3[CH2:48][CH2:47][CH2:46][CH2:45]3)=[O:43])[CH2:37][CH2:38]2)[O:11][CH2:10][C:9]1=[O:29])[C:2]1[CH:7]=[CH:6][CH:5]=[CH:4][CH:3]=1 |f:7.8.9|. Procedure: A mixture of 0.98 g of the compound obtained in step B of EXAMPLE 14, 0.645 g of 4-phenyl-4-(pyrrolidin-1-ylcarbonyl)piperidine and 0.69 g of K2 CO3 in 3 ml of DMF is heated at 80° C. for 2 hours. After cooling to RT, the reaction mixture is poured into water and extracted with an AcOEt/ether mixture, the organic phase is washed with water and dried over MgSO4 and the solvent is evaporated off under vacuum. The residue is chromatographed on silica H using a DCM/MeOH mixture (100/2; v/v) as the e... Starting materials: CC(C)(C)OC(=O)NC(CO)C(=O)OC(C)(C)C, CCOC(=O)C(C)C#N, Cc1ccccc1, O, Cc1ccc(S(=O)(=O)O)cc1. Yields the product CC(C#N)CN(C(=O)OC(C)(C)C)C(CO)C(=O)OC(C)(C)C. RXN SMILES: [C:1]([CH3:2])([CH3:3])([CH3:4])[O:5][C:6]([CH:7]([NH:8][C:9](=[O:10])[O:11][C:12]([CH3:13])([CH3:14])[CH3:15])[CH2:16][OH:17])=[O:18].[CH2:19]([O:20][C:22](=[O:21])[CH:23]([CH3:24])[C:25]#[N:26])[CH3:27].[CH3:40][c:41]1[cH:42][cH:43][cH:44][cH:45][cH:46]1.[OH2:28].[c:29]1([CH3:30])[cH:31][cH:32][c:33]([S:34]([OH:35])(=[O:36])=[O:37])[cH:38][cH:39]1>>[C:1]([CH3:2])([CH3:3])([CH3:4])[O:5][C:6]([CH:7]([N:8]([C:9](=[O:10])[O:11][C:12]([CH3:13])([CH3:14])[CH3:15])[CH2:22][CH:23]([CH3:24])[C:25]#[N:26])[CH2:16][OH:17])=[O:18].